From a dataset of the Open Reaction Database (ORD), a public repository of structured organic reaction records. describe an organic reaction: reactants, conditions, products, and yield Starting materials: intermediate 2, FC1=C(C(=O)NC2=NC=CC=C2)C=CC(=C1)B1OC(C(O1)(C)C)(C)C (2-Fluoro-N-(pyridin-2-yl)-4-(4,4,5,5-tetramethyl-1,3,2-dioxaborolan-2-yl)benzamide), FC1=C(C(=O)NC2=NC=CC=C2)C=CC(=C1)B1OC(C(O1)(C)C)(C)C (2-Fluoro-N-(pyridin-2-yl)-4-(4,4,5,5-tetramethyl-1,3,2-dioxaborolan-2-yl)benzamide), NC=1C=2N(C=CN1)C(=NC2Br)[C@H]2N(CCC2)C(=O)OCC2=CC=CC=C2 ((S)-benzyl 2-(8-amino-1-bromoimidazo[1,5-a]pyrazin-3-yl)pyrrolidine-1-carboxylate), NC=1C=2N(C=CN1)C(=NC2Br)[C@H]2N(CCC2)C(=O)OCC2=CC=CC=C2 ((S)-benzyl 2-(8-amino-1-bromoimidazo[1,5-a]pyrazin-3-yl)pyrrolidine-1-carboxylate). Product: NC=1C=2N(C=CN1)C(=NC2C2=CC(=C(C(=O)NC1=NC=CC=C1)C=C2)F)[C@H]2NCCC2 ((S)-4-(8-Amino-3-(pyrrolidin-2-yl)imidazo[1,5-a]pyrazin-1-yl)-2-fluoro-N-(pyridin-2-yl)benzamide). The yield is 76.0%. RXN SMILES: [NH2:1][C:2]1[C:3]2[N:4]([C:8]([C@@H:12]3[CH2:16][CH2:15][CH2:14][N:13]3C(OCC3C=CC=CC=3)=O)=[N:9][C:10]=2Br)[CH:5]=[CH:6][N:7]=1.[F:27][C:28]1[CH:42]=[C:41](B2OC(C)(C)C(C)(C)O2)[CH:40]=[CH:39][C:29]=1[C:30]([NH:32][C:33]1[CH:38]=[CH:37][CH:36]=[CH:35][N:34]=1)=[O:31]>>[NH2:1][C:2]1[C:3]2[N:4]([C:8]([C@@H:12]3[CH2:16][CH2:15][CH2:14][NH:13]3)=[N:9][C:10]=2[C:41]2[CH:40]=[CH:39][C:29]([C:30]([NH:32][C:33]3[CH:38]=[CH:37][CH:36]=[CH:35][N:34]=3)=[O:31])=[C:28]([F:27])[CH:42]=2)[CH:5]=[CH:6][N:7]=1. Procedure details: This intermediate was prepared, in an analogous manner as described for intermediate 2, from (S)-benzyl 2-(8-amino-1-bromoimidazo[1,5-a]pyrazin-3-yl)pyrrolidine-1-carboxylate (Intermediate 1e) and 2-Fluoro-N-(pyridin-2-yl)-4-(4,4,5,5-tetramethyl-1,3,2-dioxaborolan-2-yl)benzamide (intermediate 16) to afford the title compound (160 mg, 76%). The reactants are CC(N)CCc1ccccc1, COC(=O)c1c(I)cccc1CBr, CCOC(C)=O, Cc1ccccc1, CCCCCC, [K+], [K+], O=C([O-])[O-]. Product: CC(CCc1ccccc1)N1Cc2cccc(I)c2C1=O. As a reaction SMILES: [CH3:14][CH:15]([CH2:16][CH2:17][c:18]1[cH:19][cH:20][cH:21][cH:22][cH:23]1)[NH2:24].[CH3:1][O:2][C:3]([c:4]1[c:5]([CH2:11][Br:12])[cH:6][cH:7][cH:8][c:9]1[I:10])=[O:13].[CH3:31][CH2:32][O:33][C:34](=[O:35])[CH3:36].[CH3:37][c:38]1[cH:39][cH:40][cH:41][cH:42][cH:43]1.[CH3:44][CH2:45][CH2:46][CH2:47][CH2:48][CH3:49].[K+:25].[K+:26].[O-:27][C:28]([O-:29])=[O:30]>>[C:3]1(=[O:13])[c:4]2[c:5]([cH:6][cH:7][cH:8][c:9]2[I:10])[CH2:11][N:24]1[CH:15]([CH3:14])[CH2:16][CH2:17][c:18]1[cH:19][cH:20][cH:21][cH:22][cH:23]1. The reactants are N1=CC=C(C=C1)C=O (pyridine-4-carboxaldehyde), C[C@@H]1N(CCNC1)C=1C=CC=2N(N1)C(=NN2)C(F)(F)F (6-[(2S)-2-methylpiperazin-1-yl]-3-(trifluoromethyl)-[1,2,4]triazolo[4,3-b]pyridazine). Yields the product C[C@@H]1N(CCN(C1)CC1=CC=NC=C1)C=1C=CC=2N(N1)C(=NN2)C(F)(F)F (6-[(2S)-2-methyl-4-(pyridin-4-ylmethyl)piperazin-1-yl]-3-(trifluoromethyl)[1,2,4]triazolo[4,3-b]pyridazine). The yield is 53.0%. As a reaction SMILES: [N:1]1[CH:6]=[CH:5][C:4]([CH:7]=O)=[CH:3][CH:2]=1.[CH3:9][C@H:10]1[CH2:15][NH:14][CH2:13][CH2:12][N:11]1[C:16]1[CH:17]=[CH:18][C:19]2[N:20]([C:22]([C:25]([F:28])([F:27])[F:26])=[N:23][N:24]=2)[N:21]=1>>[CH3:9][C@H:10]1[CH2:15][N:14]([CH2:7][C:4]2[CH:5]=[CH:6][N:1]=[CH:2][CH:3]=2)[CH2:13][CH2:12][N:11]1[C:16]1[CH:17]=[CH:18][C:19]2[N:20]([C:22]([C:25]([F:27])([F:26])[F:28])=[N:23][N:24]=2)[N:21]=1. Reported procedure: A mixture of pyridine-4-carboxaldehyde and 6-[(2S)-2-methylpiperazin-1-yl]-3-(trifluoromethyl)-[1,2,4]triazolo[4,3-b]pyridazine was allowed to react by General Synthetic Method 5 to give 6-[(2S)-2-methyl-4-(pyridin-4-ylmethyl)piperazin-1-yl]-3-(trifluoromethyl)[1,2,4]triazolo[4,3-b]pyridazine in 53% yield.